Dataset: the Open Reaction Database (ORD), a public repository of structured organic reaction records. Task: describe an organic reaction: reactants, conditions, products, and yield Reactants: C1(CC1)COC1=C(C=C(C(=C1)OC)F)C=1C2=C(N=CN1)C(=CN2)C(=O)O (4-(2-cyclopropylmethoxy-5-fluoro-4-methoxy-phenyl)-5H-pyrrolo[3,2-d]pyrimidine-7-carboxylic acid), C(C)(C)(C)OC(=O)N1C[C@@H](CC1)N ((R)-3-amino-pyrrolidine-1-carboxylic acid tert-butyl ester). The product is C(C)(C)(C)OC(=O)N1C[C@@H](CC1)NC(=O)C1=CNC2=C1N=CN=C2C2=C(C=C(C(=C2)F)OC)OCC2CC2 ((R)-3-{[4-(2-Cyclopropylmethoxy-5-fluoro-4-methoxy-phenyl)-5H-pyrrolo[3,2-d]pyrimidine-7-carbonyl]-amino}-pyrrolidine-1-carboxylic acid tert-butyl ester). RXN SMILES: [CH:1]1([CH2:4][O:5][C:6]2[CH:11]=[C:10]([O:12][CH3:13])[C:9]([F:14])=[CH:8][C:7]=2[C:15]2[C:16]3[NH:23][CH:22]=[C:21]([C:24]([OH:26])=O)[C:17]=3[N:18]=[CH:19][N:20]=2)[CH2:3][CH2:2]1.[C:27]([O:31][C:32]([N:34]1[CH2:38][CH2:37][C@@H:36]([NH2:39])[CH2:35]1)=[O:33])([CH3:30])([CH3:29])[CH3:28]>>[C:27]([O:31][C:32]([N:34]1[CH2:38][CH2:37][C@@H:36]([NH:39][C:24]([C:21]2[C:17]3[N:18]=[CH:19][N:20]=[C:15]([C:7]4[CH:8]=[C:9]([F:14])[C:10]([O:12][CH3:13])=[CH:11][C:6]=4[O:5][CH2:4][CH:1]4[CH2:2][CH2:3]4)[C:16]=3[NH:23][CH:22]=2)=[O:26])[CH2:35]1)=[O:33])([CH3:30])([CH3:28])[CH3:29]. Procedure: Starting from 4-(2-cyclopropylmethoxy-5-fluoro-4-methoxy-phenyl)-5H-pyrrolo[3,2-d]pyrimidine-7-carboxylic acid (example A80) and (R)-3-amino-pyrrolidine-1-carboxylic acid tert-butyl ester the title compound is obtained as colorless solid. Reactants: C(#C)C1=CN=C2N1C1=CC=C(C=C1N=C2NCCCO)C(F)(F)F (3-{[1-ethynyl-7-(trifluoromethyl)imidazo[1,2-a]quinoxalin-4-yl]amino}propan-1-ol), [Na] (sodium), example 30, O1CCCC=C1 (3,4-dihydro-2H-pyran), C1(=CC=C(C=C1)S(=O)(=O)O)C (para-toluenesulfonic acid). Solvent: ClCCl (dichloromethane). Conditions: temperature 0 celsius, time 8 hour. Yields the product C(#C)C1=CN=C2N1C1=CC=C(C=C1N=C2NCCCOC2OCCCC2)C(F)(F)F (1-ethynyl-N-[3-(tetrahydro-2H-pyran-2-yloxy)propyl]-7-(trifluoromethyl)imidazo[1,2-a]quinoxalin-4-amine). Isolated yield 72.0%. Reaction SMILES: [C:1]([C:3]1[N:7]2[C:8]3[C:13]([N:14]=[C:15]([NH:16][CH2:17][CH2:18][CH2:19][OH:20])[C:6]2=[N:5][CH:4]=1)=[CH:12][C:11]([C:21]([F:24])([F:23])[F:22])=[CH:10][CH:9]=3)#[CH:2].[O:25]1[CH:30]=[CH:29][CH2:28][CH2:27][CH2:26]1.C1(C)C=CC(S(O)(=O)=O)=CC=1.[Na]>ClCCl>[C:1]([C:3]1[N:7]2[C:8]3[C:13]([N:14]=[C:15]([NH:16][CH2:17][CH2:18][CH2:19][O:20][CH:26]4[CH2:27][CH2:28][CH2:29][CH2:30][O:25]4)[C:6]2=[N:5][CH:4]=1)=[CH:12][C:11]([C:21]([F:22])([F:23])[F:24])=[CH:10][CH:9]=3)#[CH:2] |^1:41|. Procedure: To a solution of 3-{[1-ethynyl-7-(trifluoromethyl)imidazo[1,2-a]quinoxalin-4-yl]amino}propan-1-ol as prepared in example 30 (334 mg, 1.0 mmol) in anhydrous dichloromethane (10 mL) cooled at 0° C., were added 3,4-dihydro-2H-pyran (109 μL, 1.2 mmol) and para-toluenesulfonic acid (19 mg, 0.1 mmol). The mixture was stirred at room temperature overnight and then poured onto a saturated aqueous solution of sodium hydrogenocarbonate and extracted twice with dichloromethane. The combined organic layers ... Starting materials: ClC=1N=NC=C(C1N)Cl (3,5-dichloro-4-aminopyridazine), C(CC)N (propylamine). Run at temperature 125 celsius. Product: ClC=1C(=C(N=NC1)NCCC)N (5-Chloro-N3-propylpyridazine-3,4-diamine). Isolated yield 35.0%. RXN SMILES: Cl[C:2]1[N:3]=[N:4][CH:5]=[C:6]([Cl:9])[C:7]=1[NH2:8].[CH2:10]([NH2:13])[CH2:11][CH3:12]>>[Cl:9][C:6]1[C:7]([NH2:8])=[C:2]([NH:13][CH2:10][CH2:11][CH3:12])[N:3]=[N:4][CH:5]=1. Procedure: A mixture of 3,5-dichloro-4-aminopyridazine (Preparation 4, 2 g, 12.3 mmol) and 70% aqueous propylamine (8 mL) was heated at 125° C. in an autoclave vessel for 5 hours. The reaction mixture was cooled to room temperature and evaporated to dryness. The crude residue was purified by silica gel column chromatography eluting with CH2Cl2:MeOH 98:2 to afford the title compound as a brown solid in 35% yield, 800 mg. Reactants: COc1ccc([N+](=O)[O-])cc1C(F)(F)F, CC(C)(C)[O-], N#CC(Cl)Oc1ccccc1, Cl, [K+], CN(C)C=O. Product: COc1cc(CC#N)c([N+](=O)[O-])cc1C(F)(F)F. Reaction SMILES: [CH3:1][O:2][c:3]1[c:4]([C:12]([F:13])([F:14])[F:15])[cH:5][c:6]([N+:9](=[O:10])[O-:11])[cH:7][cH:8]1.[CH3:27][C:28]([CH3:29])([O-:30])[CH3:31].[Cl:16][CH:17]([C:18]#[N:19])[O:20][c:21]1[cH:22][cH:23][cH:24][cH:25][cH:26]1.[ClH:33].[K+:32].[O:34]=[CH:35][N:36]([CH3:37])[CH3:38]>>[CH3:1][O:2][c:3]1[c:4]([C:12]([F:13])([F:14])[F:15])[cH:5][c:6]([N+:9](=[O:10])[O-:11])[c:7]([CH2:17][C:18]#[N:19])[cH:8]1. The reactants are COC1=C2C(=NC=3N(C2=CC=C1)C=NC3C(N)=NO)N3CCOCC3 (6-methoxy-5-morpholino-imidazo[1,5-a]quinazoline-3-carboxamide oxime), C1(CC1)C(=O)OCC (ethyl cyclopropylcarboxylate), [H-].[Na+] (sodium hydride). Run in CN(C)C=O (DMF), C(C)(=O)O (acetic acid), C(Cl)Cl (methylene chloride). Reaction conditions: temperature 120 celsius. Product: C1(CC1)C1=NC(=NO1)C=1N=CN2C1N=C(C1=C(C=CC=C21)OC)N2CCOCC2 (3-(5-Cyclopropyl-1,2,4-oxadiazol-3-yl)-6-methoxy-5-morpholino-imidazo[1,5-a]quinazoline). Reaction SMILES: [CH3:1][O:2][C:3]1[CH:12]=[CH:11][CH:10]=[C:9]2[C:4]=1[C:5]([N:20]1[CH2:25][CH2:24][O:23][CH2:22][CH2:21]1)=[N:6][C:7]1[N:8]2[CH:13]=[N:14][C:15]=1[C:16](=[N:18][OH:19])[NH2:17].[CH:26]1([C:29](OCC)=O)[CH2:28][CH2:27]1.[H-].[Na+]>CN(C=O)C.C(O)(=O)C.C(Cl)Cl>[CH:26]1([C:29]2[O:19][N:18]=[C:16]([C:15]3[N:14]=[CH:13][N:8]4[C:9]5[C:4](=[C:3]([O:2][CH3:1])[CH:12]=[CH:11][CH:10]=5)[C:5]([N:20]5[CH2:21][CH2:22][O:23][CH2:24][CH2:25]5)=[N:6][C:7]=34)[N:17]=2)[CH2:28][CH2:27]1 |f:2.3|. Procedure: A mixture of 6-methoxy-5-morpholino-imidazo[1,5-a]quinazoline-3-carboxamide oxime (0.9 g), ethyl cyclopropylcarboxylate (1.7 g), molecular sieves (3 g), and 80% sodium hydride (0.1 g) in 20 ml of dry DMF was heated for 11/2 hours at 120° C. The mixture was cooled to room temperature, diluted with acetic acid (0.5 ml) and methylene chloride (20 ml) and filtered. The filtered mixture was evaporated and the residue was purified by column chromatography (HPLC) (eluent: methylene chloride:acetone (2:... Reactants: N=1N=C(NC1)C1=C(C=CC=C1)C(=O)N1CC2C(C1)CN(C2)C(=O)OC(C)(C)C (tert-Butyl 5-{[2-(4H-1,2,4-triazol-3-yl)phenyl]carbonyl}hexahydropyrrolo[3,4-c]pyrrole-2(1H)-carboxylate), C(C)(C)(C)OC(=O)N1CC2CNCC2C1 (hexahydro-pyrrolo[3,4-c]pyrrole-2-carboxylic acid tert-butyl ester), FC1=C(C(=O)O)C(=CC=C1)N1N=CC=N1 (2-fluoro-6-[1,2,3]triazol-2-yl-benzoic acid), N=1N=C(NC1)C1=C(C(=O)O)C=CC=C1 (2-(4H-[1,2,4]triazol-3-yl)-benzoic acid). Yields the product FC1=C(C(=CC=C1)N1N=CC=N1)C(=O)N1CC2CN(CC2C1)C1=NC=NC(=N1)C (2-{[2-Fluoro-6-(2H-1,2,3-triazol-2-yl)phenyl]carbonyl}-5-(4-methyl-1,3,5-triazin-2-yl)octahydropyrrolo[3,4-c]pyrrole). Reaction SMILES: N1N=C(C2C=CC=CC=2C([N:14]2[CH2:18][CH:17]3[CH2:19][N:20]([C:22](OC(C)(C)C)=O)[CH2:21][CH:16]3[CH2:15]2)=O)NC=1.C(OC(N1CC2C(CNC2)C1)=O)(C)(C)C.[F:44][C:45]1[CH:53]=[CH:52][CH:51]=[C:50]([N:54]2[N:58]=[CH:57][CH:56]=[N:55]2)[C:46]=1[C:47]([OH:49])=O.[N:59]1[N:60]=[C:61]([C:64]2C=CC=CC=2C(O)=O)[NH:62][CH:63]=1>>[F:44][C:45]1[CH:53]=[CH:52][CH:51]=[C:50]([N:54]2[N:58]=[CH:57][CH:56]=[N:55]2)[C:46]=1[C:47]([N:14]1[CH2:15][CH:16]2[CH:17]([CH2:19][N:20]([C:22]3[N:60]=[C:61]([CH3:64])[N:62]=[CH:63][N:59]=3)[CH2:21]2)[CH2:18]1)=[O:49]. Reported procedure: Example 303 was prepared in a manner analogous to Intermediate 59 substituting the product of Step C for Intermediate 15 and Intermediate 12 for 2-(4H-[1,2,4]triazol-3-yl)-benzoic acid. MS (ESI) mass calculated for C19H19FN8O, 394.41; m/z found, 395.0. 1H NMR (500 MHz, CDCl3): 8.51-8.42 (m, 1H), 7.89-7.81 (m, 2H), 7.75 (d, J=3.5 Hz, 1H), 7.54-7.45 (m, 1H), 7.20-7.11 (m, 1H), 4.02-3.51 (m, 8H), 3.32-3.23 (m, 1H), 3.17-3.00 (m, 2H), 2.50-2.40 (m, 3H).